Dataset: the Open Reaction Database (ORD), a public repository of structured organic reaction records. Task: describe an organic reaction: reactants, conditions, products, and yield The reactants are CCCCCC, CN(C)C=O, [H-], Nc1ncnc2[nH]cnc12, [Na+]. The product is Cc1nc(N)c2[nH]cnc2n1. Reaction SMILES: [CH3:13][CH2:14][CH2:15][CH2:16][CH2:17][CH3:18].[CH3:19][N:20]([CH3:21])[CH:22]=[O:23].[H-:1].[NH2:3][c:4]1[n:5][cH:6][n:7][c:8]2[nH:9][cH:10][n:11][c:12]12.[Na+:2]>>[NH2:3][c:4]1[n:5][c:6]([CH3:13])[n:7][c:8]2[n:9][cH:10][nH:11][c:12]12.